Dataset: the Open Reaction Database (ORD), a public repository of structured organic reaction records. Task: describe an organic reaction: reactants, conditions, products, and yield Reactants: COC(C1=CC(=CC(=C1)O)O)=O (3,5-dihydroxybenzoic acid methyl ester), BrCCOC1=CC=CC2=CC=CC=C12 (1-(2-bromoethoxy)naphthalene). Product: COC(C1=CC(=CC(=C1)OCCOC1=CC=CC2=CC=CC=C12)OCCOC1=CC=CC2=CC=CC=C12)=O (3,5-bis[2-(1-naphthalenyloxy)ethoxy]benzoic acid methyl ester). Reaction SMILES: [CH3:1][O:2][C:3](=[O:12])[C:4]1[CH:9]=[C:8]([OH:10])[CH:7]=[C:6]([OH:11])[CH:5]=1.Br[CH2:14][CH2:15][O:16][C:17]1[C:26]2[C:21](=[CH:22][CH:23]=[CH:24][CH:25]=2)[CH:20]=[CH:19][CH:18]=1>>[CH3:1][O:2][C:3](=[O:12])[C:4]1[CH:5]=[C:6]([O:11][CH2:14][CH2:15][O:16][C:17]2[C:26]3[C:21](=[CH:22][CH:23]=[CH:24][CH:25]=3)[CH:20]=[CH:19][CH:18]=2)[CH:7]=[C:8]([O:10][CH2:14][CH2:15][O:16][C:17]2[C:26]3[C:21](=[CH:22][CH:23]=[CH:24][CH:25]=3)[CH:20]=[CH:19][CH:18]=2)[CH:9]=1. Procedure details: Using this procedure, reaction of 3,5-dihydroxybenzoic acid methyl ester with 1-(2-bromoethoxy)naphthalene gave 3,5-bis[2-(1-naphthalenyloxy)ethoxy]benzoic acid methyl ester, mp 132°-137°, Anal. Calcd for C32H28O6 : C, 75.58; H, 5.55. Found: C, 75.19: H, 5.44. Reactants: O=C([O-])[O-], CC(C)C(C=O)NC(=O)OC(C)(C)C, CO, [K+], [K+], COP(=O)(OC)C(=[N+]=[N-])C(C)=O. The product is C#CC(NC(=O)OC(C)(C)C)C(C)C. As a reaction SMILES: [C:27](=[O:28])([O-:29])[O-:30].[CH3:1][CH:2]([CH:3]([CH:4]=[O:5])[NH:6][C:7]([O:8][C:9]([CH3:10])([CH3:11])[CH3:12])=[O:13])[CH3:14].[CH3:33][OH:34].[K+:31].[K+:32].[N+:15](=[C:17]([P:16](=[O:18])([O:19][CH3:20])[O:21][CH3:22])[C:23](=[O:24])[CH3:25])=[N-:26]>>[CH3:1][CH:2]([CH:3]([C:4]#[CH:17])[NH:6][C:7]([O:8][C:9]([CH3:10])([CH3:11])[CH3:12])=[O:13])[CH3:14]. Reactants: CC(C)(C)c1cc2c(C#N)c([N+](=O)[O-])ccc2[nH]1, CCOC(C)=O. The product is CC(C)(C)c1cc2c(C#N)c(N)ccc2[nH]1. Reaction SMILES: [C:1]([CH3:2])([CH3:3])([CH3:4])[c:5]1[nH:6][c:7]2[cH:8][cH:9][c:10]([N+:16]([O-:17])=[O:18])[c:11]([C:14]#[N:15])[c:12]2[cH:13]1.[CH3:19][CH2:20][O:21][C:22]([CH3:23])=[O:24]>>[C:1]([CH3:2])([CH3:3])([CH3:4])[c:5]1[nH:6][c:7]2[cH:8][cH:9][c:10]([NH2:16])[c:11]([C:14]#[N:15])[c:12]2[cH:13]1.